From a dataset of the Open Reaction Database (ORD), a public repository of structured organic reaction records. describe an organic reaction: reactants, conditions, products, and yield The reactants are C(C)OC(CCC=CCC1CCC=2C(=NC(=C(N2)C2=CC=C(C=C2)C)C2=CC=C(C=C2)C)N1C(=O)OC(C)(C)C)=O (tert-Butyl 6-(6-ethoxy-6-oxohex-2-enyl)-2,3-di-p-tolyl-7,8-dihydropyrido[2,3-b]pyrazine-5(6H)-carboxylate), N#N (N2), Pd(C). Solvent: CCO (EtOH). Reaction conditions: time 16 hour. The product is C(C)OC(CCCCCC1CCC=2C(=NC(=C(N2)C2=CC=C(C=C2)C)C2=CC=C(C=C2)C)N1C(=O)OC(C)(C)C)=O (Tert-butyl 6-(6-ethoxy-6-oxohexyl)-2,3-di-p-tolyl-7,8-dihydropyrido[2,3-b]pyrazine-5(6H)-carboxylate). As a reaction SMILES: [CH2:1]([O:3][C:4](=[O:41])[CH2:5][CH2:6][CH:7]=[CH:8][CH2:9][CH:10]1[N:33]([C:34]([O:36][C:37]([CH3:40])([CH3:39])[CH3:38])=[O:35])[C:14]2=[N:15][C:16]([C:26]3[CH:31]=[CH:30][C:29]([CH3:32])=[CH:28][CH:27]=3)=[C:17]([C:19]3[CH:24]=[CH:23][C:22]([CH3:25])=[CH:21][CH:20]=3)[N:18]=[C:13]2[CH2:12][CH2:11]1)[CH3:2].N#N>CCO>[CH2:1]([O:3][C:4](=[O:41])[CH2:5][CH2:6][CH2:7][CH2:8][CH2:9][CH:10]1[N:33]([C:34]([O:36][C:37]([CH3:40])([CH3:39])[CH3:38])=[O:35])[C:14]2=[N:15][C:16]([C:26]3[CH:31]=[CH:30][C:29]([CH3:32])=[CH:28][CH:27]=3)=[C:17]([C:19]3[CH:24]=[CH:23][C:22]([CH3:25])=[CH:21][CH:20]=3)[N:18]=[C:13]2[CH2:12][CH2:11]1)[CH3:2]. Procedure: tert-Butyl 6-(6-ethoxy-6-oxohex-2-enyl)-2,3-di-p-tolyl-7,8-dihydropyrido[2,3-b]pyrazine-5(6H)-carboxylate (step 3) (88 mg, 0.158 mmol) in EtOH (3 ml) was degassed with N2 and treated with 10% Pd(C) (1.685 mg, 0.016 mmol). The resulting black suspension was stirred at room temperature under an atmosphere of hydrogen for 16 hours. The resulting mixture was filtered through a pre-packed 2.5 g Celite® column eluting with EtOH. The filtrate concentrated under reduced pressure to afford the titled com... Reactants: C(C1=CC=CC=C1)N1C(=CC2=C1C=CC=1N2C(=NN1)C)C=1C=NNC1 (6-benzyl-1-methyl-7-(1H-pyrazol-4-yl)-6H-pyrrolo[2,3-e][1,2,4]triazolo[4,3-a]pyridine), CN(C)C=O (DMF), [H-].[Na+] (NaH), ClCC#N (chloroacetonitrile). Conditions: time 10 minute. The product is C(C1=CC=CC=C1)N1C(=CC2=C1C=CC=1N2C(=NN1)C)C=1C=NN(C1)CC#N ([4-(6-benzyl-1-methyl-6H-pyrrolo[2,3-e][1,2,4]triazolo[4,3-a]pyridin-7-yl)-1H-pyrazol-1-yl]acetonitrile). Reaction SMILES: [CH2:1]([N:8]1[C:12]2[CH:13]=[CH:14][C:15]3[N:16]([C:17]([CH3:20])=[N:18][N:19]=3)[C:11]=2[CH:10]=[C:9]1[C:21]1[CH:22]=[N:23][NH:24][CH:25]=1)[C:2]1[CH:7]=[CH:6][CH:5]=[CH:4][CH:3]=1.CN(C=O)C.[H-].[Na+].Cl[CH2:34][C:35]#[N:36]>>[CH2:1]([N:8]1[C:12]2[CH:13]=[CH:14][C:15]3[N:16]([C:17]([CH3:20])=[N:18][N:19]=3)[C:11]=2[CH:10]=[C:9]1[C:21]1[CH:22]=[N:23][N:24]([CH2:34][C:35]#[N:36])[CH:25]=1)[C:2]1[CH:7]=[CH:6][CH:5]=[CH:4][CH:3]=1 |f:2.3|. Procedure details: A solution of 6-benzyl-1-methyl-7-(1H-pyrazol-4-yl)-6H-pyrrolo[2,3-e][1,2,4]triazolo[4,3-a]pyridine (14 mg, 0.043 mmol, from Example 63) in DMF (0.56 mL, 7.2 mmol) was treated with NaH (5.1 mg, 0.21 mmol). After 10 minutes, the mixture was treated with chloroacetonitrile (8.1 μL, 0.13 mmol, Fluka). After 10 minutes, the reaction was quenched by the addition of water. The product was purified via preparative HPLC-MS (C18 eluting with a gradient of MeCN and H2O containing 0.15% NH4OH). Yield: (7.0... Starting materials: Cc1ccc(S(=O)(=O)OCC2COc3ccc4nc(C)oc4c3O2)cc1, CS(C)=O, CCOC(C)=O, OC1(c2ccccc2)CC2CCC(C1)N2. The product is Cc1nc2ccc3c(c2o1)OC(CN1C2CCC1CC(O)(c1ccccc1)C2)CO3. As a reaction SMILES: [CH3:1][c:2]1[cH:3][cH:4][c:5]([S:6]([O:7][CH2:12][CH:13]2[O:14][c:15]3[c:16]([cH:17][cH:18][c:19]4[n:20][c:21]([CH3:24])[o:22][c:23]34)[O:25][CH2:26]2)(=[O:8])=[O:9])[cH:10][cH:11]1.[CH3:42][S:43]([CH3:44])=[O:45].[CH3:46][CH2:47][O:48][C:49](=[O:50])[CH3:51].[c:27]1([C:33]2([OH:41])[CH2:34][CH:35]3[CH2:36][CH2:37][CH:38]([CH2:39]2)[NH:40]3)[cH:28][cH:29][cH:30][cH:31][cH:32]1>>[CH2:12]([CH:13]1[O:14][c:15]2[c:16]([cH:17][cH:18][c:19]3[n:20][c:21]([CH3:24])[o:22][c:23]23)[O:25][CH2:26]1)[N:40]1[CH:35]2[CH2:34][C:33]([c:27]3[cH:28][cH:29][cH:30][cH:31][cH:32]3)([OH:41])[CH2:39][CH:38]1[CH2:37][CH2:36]2. Reactants: ClCC(=O)NC1=NN2C(C(=C(C(=C2)C=2N(N=CC2)C2=CC=C(C=C2)C#N)C)C2=CC(=CC=C2)C(F)(F)F)=N1 (2-chloro-N-[6-[2-(4-cyano-phenyl)-2H-pyrazol-3-yl]-7-methyl-8-(3-trifluoromethyl-phenyl)-[1,2,4]triazolo[1,5-a]pyridin-2-yl]-acetamide), CN1CCN(CC1)C (1,4-dimethyl-piperazine). Yields the product [Cl-].C(#N)C1=CC=C(C=C1)N1N=CC=C1C=1C(=C(C=2N(C1)N=C(N2)NC(=O)C[N+]2(CCN(CC2)C)C)C2=CC(=CC=C2)C(F)(F)F)C (1-{[6-[2-(4-Cyano-phenyl)-2H-pyrazol-3-yl]-7-methyl-8-(3-trifluoromethyl-phenyl)-[1,2,4]triazolo[1,5-a]pyridin-2-ylcarbamoyl]-methyl}-1,4-dimethyl-piperazin-1-ium chloride). As a reaction SMILES: [Cl:1][CH2:2][C:3]([NH:5][C:6]1[N:38]=[C:9]2[C:10]([C:28]3[CH:33]=[CH:32][CH:31]=[C:30]([C:34]([F:37])([F:36])[F:35])[CH:29]=3)=[C:11]([CH3:27])[C:12]([C:14]3[N:15]([C:19]4[CH:24]=[CH:23][C:22]([C:25]#[N:26])=[CH:21][CH:20]=4)[N:16]=[CH:17][CH:18]=3)=[CH:13][N:8]2[N:7]=1)=[O:4].[CH3:39][N:40]1[CH2:45][CH2:44][N:43]([CH3:46])[CH2:42][CH2:41]1>>[Cl-:1].[C:25]([C:22]1[CH:23]=[CH:24][C:19]([N:15]2[C:14]([C:12]3[C:11]([CH3:27])=[C:10]([C:28]4[CH:33]=[CH:32][CH:31]=[C:30]([C:34]([F:37])([F:36])[F:35])[CH:29]=4)[C:9]4[N:8]([N:7]=[C:6]([NH:5][C:3]([CH2:2][N+:40]5([CH3:39])[CH2:45][CH2:44][N:43]([CH3:46])[CH2:42][CH2:41]5)=[O:4])[N:38]=4)[CH:13]=3)=[CH:18][CH:17]=[N:16]2)=[CH:20][CH:21]=1)#[N:26] |f:2.3|. Reported procedure: The title compound was prepared from 2-chloro-N-[6-[2-(4-cyano-phenyl)-2H-pyrazol-3-yl]-7-methyl-8-(3-trifluoromethyl-phenyl)-[1,2,4]triazolo[1,5-a]pyridin-2-yl]-acetamide (Int. 17, 80 mg, 0.149 mmol) and 1,4-dimethyl-piperazine (34 mg, 0.298 mmol) using a similar method to that employed for Example 18 (step 2) (38 mg). Reactants: C(C)(C)(C)OC(COC1=CC(=CC=C1)C=NO)=O ([3-(hydroxyimino-methyl)-phenoxy]-acetic acid tert-butyl ester), [OH-].[NH4+] (Ammonium hydroxide). Reagents/catalysts: [Ni] (Raney Nickel). Run in CCO (EtOH), C(C)O (ethanol), CCO (EtOH). Conditions: time 4 hour. Yields the product C(C)(C)(C)OC(COC1=CC(=CC=C1)CN)=O ((3-Aminomethyl-phenoxy)-acetic acid tert-butyl ester). Reaction SMILES: [C:1]([O:5][C:6](=[O:18])[CH2:7][O:8][C:9]1[CH:14]=[CH:13][CH:12]=[C:11]([CH:15]=[N:16]O)[CH:10]=1)([CH3:4])([CH3:3])[CH3:2].[OH-].[NH4+]>CCO.[Ni]>[C:1]([O:5][C:6](=[O:18])[CH2:7][O:8][C:9]1[CH:14]=[CH:13][CH:12]=[C:11]([CH2:15][NH2:16])[CH:10]=1)([CH3:4])([CH3:2])[CH3:3] |f:1.2|. Reported procedure: To a solution of [3-(hydroxyimino-methyl)-phenoxy]-acetic acid tert-butyl ester (2.25 g, 5.96 mmol) in EtOH (10 mL) was added Raney Nickel (about 1 g, washed with water followed by EtOH) in 100 mL ethanol. Additional EtOH (90 mL) was required for the transfer. Ammonium hydroxide (10 mL) was added and the mixture was shaken under 45 psi of H2 for 4 hours. The catalyst was removed via filtration through Celite® (diatomaceous earth) and the solution was concentrated to a clear oil. Purification via... Reactants: O=C([O-])[O-], COS(=O)(=O)OC, [K+], [K+], CC(C)(C)OC(=O)N1CCC2(CC1)NC(=O)NC2=O, CN(C)C=O. Yields the product CN1C(=O)NC2(CCN(C(=O)OC(C)(C)C)CC2)C1=O. Reaction SMILES: [C:27](=[O:28])([O-:29])[O-:30].[CH3:20][O:21][S:22]([O:23][CH3:24])(=[O:25])=[O:26].[K+:31].[K+:32].[O:1]=[C:2]1[NH:3][C:4]2([C:5](=[O:7])[NH:6]1)[CH2:8][CH2:9][N:10]([C:13](=[O:14])[O:15][C:16]([CH3:17])([CH3:18])[CH3:19])[CH2:11][CH2:12]2.[O:33]=[CH:34][N:35]([CH3:36])[CH3:37]>>[O:1]=[C:2]1[NH:3][C:4]2([C:5](=[O:7])[N:6]1[CH3:20])[CH2:8][CH2:9][N:10]([C:13](=[O:14])[O:15][C:16]([CH3:17])([CH3:18])[CH3:19])[CH2:11][CH2:12]2.